Task: describe an organic reaction: reactants, conditions, products, and yield. Dataset: the Open Reaction Database (ORD), a public repository of structured organic reaction records Product: CN1N(C(C(=C1)C(=O)O)=O)C1=C(C=CC=C1)C (1-methyl-2-(2-methylphenyl)-3-oxo-2,3-dihydro-1H-pyrazole-4-carboxylic acid). Solvent: CO (methanol). Starting materials: CN1N(C(C(=C1)C(=O)OCC)=O)C1=C(C=CC=C1)C (ethyl 1-methyl-2-(2-methylphenyl)-3-oxo-2,3-dihydro-1H-pyrazole-4-carboxylate), O1CCCC1 (tetrahydrofuran), [OH-].[Na+] (sodium hydroxide). Isolated yield 39.4%. Reported procedure: In the same manner as in Reference Example 65 and using ethyl 1-methyl-2-(2-methylphenyl)-3-oxo-2,3-dihydro-1H-pyrazole-4-carboxylate (2.1 g, 8.2 mmol), tetrahydrofuran (6 mL), methanol (4 mL) and 4N aqueous sodium hydroxide solution (9 mL) as starting materials, the title compound (750 mg, 40%) was obtained as a white solid. As a reaction SMILES: [CH3:1][N:2]1[CH:6]=[C:5]([C:7]([O:9]CC)=[O:8])[C:4](=[O:12])[N:3]1[C:13]1[CH:18]=[CH:17][CH:16]=[CH:15][C:14]=1[CH3:19].O1CCCC1.[OH-].[Na+]>CO>[CH3:1][N:2]1[CH:6]=[C:5]([C:7]([OH:9])=[O:8])[C:4](=[O:12])[N:3]1[C:13]1[CH:18]=[CH:17][CH:16]=[CH:15][C:14]=1[CH3:19] |f:2.3|. Reactants: CC(C)(C)OC(=O)N1CC2CCC(C1)N2CCOc1ccc(C#N)cc1, CCOC(C)=O, Cl. Yields the product N#Cc1ccc(OCCN2C3CCC2CNC3)cc1. As a reaction SMILES: [C:1](#[N:2])[c:3]1[cH:4][cH:5][c:6]([O:7][CH2:8][CH2:9][N:10]2[CH:11]3[CH2:12][N:13]([C:18]([O:19][C:20]([CH3:21])([CH3:22])[CH3:23])=[O:24])[CH2:14][CH:15]2[CH2:16][CH2:17]3)[cH:25][cH:26]1.[CH3:28][CH2:29][O:30][C:31](=[O:32])[CH3:33].[ClH:27]>>[C:1](#[N:2])[c:3]1[cH:4][cH:5][c:6]([O:7][CH2:8][CH2:9][N:10]2[CH:11]3[CH2:12][NH:13][CH2:14][CH:15]2[CH2:16][CH2:17]3)[cH:25][cH:26]1. The reactants are CN1CCNCC1, C#Cc1cc(CNC(=O)C=Cc2ccc(C(F)(F)F)nc2Cl)cc(F)c1NS(C)(=O)=O. Product: C#Cc1cc(CNC(=O)C=Cc2ccc(C(F)(F)F)nc2N2CCN(C)CC2)cc(F)c1NS(C)(=O)=O. As a reaction SMILES: [CH3:32][N:33]1[CH2:34][CH2:35][NH:36][CH2:37][CH2:38]1.[Cl:1][c:2]1[n:3][c:4]([C:28]([F:29])([F:30])[F:31])[cH:5][cH:6][c:7]1[CH:8]=[CH:9][C:10](=[O:11])[NH:12][CH2:13][c:14]1[cH:15][c:16]([C:26]#[CH:27])[c:17]([NH:21][S:22](=[O:23])(=[O:24])[CH3:25])[c:18]([F:20])[cH:19]1>>[c:2]1([N:36]2[CH2:35][CH2:34][N:33]([CH3:32])[CH2:38][CH2:37]2)[n:3][c:4]([C:28]([F:29])([F:30])[F:31])[cH:5][cH:6][c:7]1[CH:8]=[CH:9][C:10](=[O:11])[NH:12][CH2:13][c:14]1[cH:15][c:16]([C:26]#[CH:27])[c:17]([NH:21][S:22](=[O:23])(=[O:24])[CH3:25])[c:18]([F:20])[cH:19]1. Reactants: [Al+3], C1CCOC1, COc1cccc2c1C(=O)NCC2, [H-], [H-], [H-], [H-], [Li+], [Na+], [OH-], O. The product is COc1cccc2c1CNCC2. Reaction SMILES: [Al+3:20].[CH2:14]1[O:15][CH2:16][CH2:17][CH2:18]1.[CH3:1][O:2][c:3]1[cH:4][cH:5][cH:6][c:7]2[c:12]1[C:11](=[O:13])[NH:10][CH2:9][CH2:8]2.[H-:19].[H-:22].[H-:23].[H-:24].[Li+:21].[Na+:26].[OH-:25].[OH2:27]>>[CH3:1][O:2][c:3]1[cH:4][cH:5][cH:6][c:7]2[c:12]1[CH2:11][NH:10][CH2:9][CH2:8]2. The reactants are C([O-])(O)=O.[Na+] (sodium bicarbonate), OC1=CC=C(C=C1)[C@H]1[C@@H](C(NCC1)=O)C1=CC=CC=C1 (trans-4-(4-hydroxyphenyl)-3-phenyl-2-piperidone), ice, C(C)(=O)Cl (acetyl chloride). Run in N1=CC=CC=C1 (pyridine). Reaction conditions: temperature 0 celsius, time 30 minute. Product: C(C)(=O)OC1=CC=C(C=C1)[C@H]1[C@@H](C(NCC1)=O)C1=CC=CC=C1 (trans-4-(4-acetoxyphenyl)-3-phenyl-2-piperidone). Reaction SMILES: [OH:1][C:2]1[CH:7]=[CH:6][C:5]([C@@H:8]2[CH2:13][CH2:12][NH:11][C:10](=[O:14])[C@H:9]2[C:15]2[CH:20]=[CH:19][CH:18]=[CH:17][CH:16]=2)=[CH:4][CH:3]=1.[C:21](Cl)(=[O:23])[CH3:22].C(=O)(O)[O-].[Na+]>N1C=CC=CC=1>[C:21]([O:1][C:2]1[CH:7]=[CH:6][C:5]([C@@H:8]2[CH2:13][CH2:12][NH:11][C:10](=[O:14])[C@H:9]2[C:15]2[CH:16]=[CH:17][CH:18]=[CH:19][CH:20]=2)=[CH:4][CH:3]=1)(=[O:23])[CH3:22] |f:2.3|. Reported procedure: To 2.67 g (0.01 mol) of trans-4-(4-hydroxyphenyl)-3-phenyl-2-piperidone 27 dissolved in 20 cm3 of anhydrous pyridine, 2 cm3 (0.028 mol) of acetyl chloride are added under nitrogen at 0° C. The mixture is stirred for 2 hours 30 mins at 0° C., and then 48 hours at room temperature. The reaction mixture is then poured onto 50 g of ice. A spatulaful of sodium bicarbonate is added, and the mixture is stirred and then extracted with methylene chloride (3 times 60 cm3). The reactants are CC(C)N, COc1cc2c(Oc3ccc4[nH]c(C)cc4c3)ncnc2cc1OCC1CO1, CN(C)C=O. Yields the product COc1cc2c(Oc3ccc4[nH]c(C)cc4c3)ncnc2cc1OCC(O)CNC(C)C. As a reaction SMILES: [CH3:29][CH:30]([CH3:31])[NH2:32].[O:1]1[CH:2]([CH2:3][O:4][c:5]2[c:6]([O:26][CH3:27])[cH:7][c:8]3[c:9]([O:15][c:16]4[cH:17][c:18]5[cH:19][c:20]([CH3:25])[nH:21][c:22]5[cH:23][cH:24]4)[n:10][cH:11][n:12][c:13]3[cH:14]2)[CH2:28]1.[O:33]=[CH:34][N:35]([CH3:36])[CH3:37]>>[OH:1][CH:2]([CH2:3][O:4][c:5]1[c:6]([O:26][CH3:27])[cH:7][c:8]2[c:9]([O:15][c:16]3[cH:17][c:18]4[cH:19][c:20]([CH3:25])[nH:21][c:22]4[cH:23][cH:24]3)[n:10][cH:11][n:12][c:13]2[cH:14]1)[CH2:28][NH:32][CH:30]([CH3:29])[CH3:31].